Dataset: the Open Reaction Database (ORD), a public repository of structured organic reaction records. Task: describe an organic reaction: reactants, conditions, products, and yield The reactants are ClC1=CC(=CC=C1)C(=O)OO (m-chloroperbenzoic acid), C(CCC(=O)OC)(=O)OCCC(C)C1CC=C(CC1)C (succinic acid, 3-(4-methyl-3-cyclohexenyl)butyl methyl ester), succinic acid 3-(3,4-epoxy-4-methylcyclohexyl) butyl methyl ester. Run in C(Cl)Cl (methylene chloride). Conditions: time 8 hour. Product: C(CCC(=O)OC)(=O)OCCC(C)C1CC2C(CC1)(C)O2 (SUCCINIC ACID, 3-(3,4-EPOXY-4-METHYLCYCLOHEXYL)BUTYL METHYL ESTER). As a reaction SMILES: ClC1C=CC=C(C(OO)=[O:9])C=1.[C:12]([O:20][CH2:21][CH2:22][CH:23]([CH:25]1[CH2:30][CH2:29][C:28]([CH3:31])=[CH:27][CH2:26]1)[CH3:24])(=[O:19])[CH2:13][CH2:14][C:15]([O:17][CH3:18])=[O:16]>C(Cl)Cl>[C:12]([O:20][CH2:21][CH2:22][CH:23]([CH:25]1[CH2:30][CH2:29][C:28]2([O:9][CH:27]2[CH2:26]1)[CH3:31])[CH3:24])(=[O:19])[CH2:13][CH2:14][C:15]([O:17][CH3:18])=[O:16]. Procedure details: An 8.2g (0.04 mole) portion of 85% m-chloroperbenzoic acid was added portionwise over 15 min. to a stirred, cooled (0° C.) solution of 11.3g (0.04 mole) of succinic acid, 3-(4-methyl-3-cyclohexenyl)butyl methyl ester in 250 ml of methylene chloride. The temperature rose to 10° C. during the addition and to ambient after the cooling bath was removed. The reaction mixture was stirred overnight. Sufficient 5% sodium hydroxide was added to dissolve the precipitated acid, and the organic layer was se... As a reaction SMILES: [OH:1][CH2:2][C@@H:3]1[O:7][C:6](=[O:8])[CH:5]=[CH:4]1.N1C=CC=CC=1.[C:15]1([C:21](Cl)([C:28]2[CH:33]=[CH:32][CH:31]=[CH:30][CH:29]=2)[C:22]2[CH:27]=[CH:26][CH:25]=[CH:24][CH:23]=2)[CH:20]=[CH:19][CH:18]=[CH:17][CH:16]=1>C(O)C>[C:15]1([C:21]([C:22]2[CH:23]=[CH:24][CH:25]=[CH:26][CH:27]=2)([C:28]2[CH:29]=[CH:30][CH:31]=[CH:32][CH:33]=2)[O:1][CH2:2][C@@H:3]2[O:7][C:6](=[O:8])[CH:5]=[CH:4]2)[CH:16]=[CH:17][CH:18]=[CH:19][CH:20]=1. Procedure details: (R)-(+)-5-Hydroxymethyl-2 (5H)-furanone (1.94 g, 17.0 mmol) was dissolved in anhydrous pyridine (60 mol), triphenylmethyl chloride (14.3 g, 51.2 mmol) was added to the solution at room temperature, and the mixture was stirred for 6 hr. Ethanol was added to the reaction solution at 0° C., and the mixture was stirred for one hr. The reaction solution was concentrated under reduced pressure, and the concentrate was subjected to azeotropic distillation twice with toluene and purified by column chrom... Reactants: OC[C@H]1C=CC(O1)=O ((R)-(+)-5-Hydroxymethyl-2 (5H)-furanone), N1=CC=CC=C1 (pyridine), C1(=CC=CC=C1)C(C1=CC=CC=C1)(C1=CC=CC=C1)Cl (triphenylmethyl chloride). The product is C1(=CC=CC=C1)C(OC[C@H]1C=CC(O1)=O)(C1=CC=CC=C1)C1=CC=CC=C1 ((R)-(+)-5-triphenylmethyloxymethyl-2 (5H)-furanone). Solvent: C(C)O (Ethanol). Isolated yield 90.3%. Conditions: time 6 hour. The reactants are C, CC(C)(C)OC(=O)N1CCC2(CC1)CC(OCc1ccccc1)CO2, [H][H], C1CCOC1, [Pd]. Product: CC(C)(C)OC(=O)N1CCC2(CC1)CC(O)CO2. Reaction SMILES: [C:33].[CH2:1]([c:2]1[cH:3][cH:4][cH:5][cH:6][cH:7]1)[O:8][CH:9]1[CH2:10][O:11][C:12]2([CH2:13]1)[CH2:14][CH2:15][N:16]([C:19](=[O:20])[O:21][C:22]([CH3:23])([CH3:24])[CH3:25])[CH2:17][CH2:18]2.[H:26][H:27].[O:28]1[CH2:29][CH2:30][CH2:31][CH2:32]1.[Pd:34]>>[OH:8][CH:9]1[CH2:10][O:11][C:12]2([CH2:13]1)[CH2:14][CH2:15][N:16]([C:19](=[O:20])[O:21][C:22]([CH3:23])([CH3:24])[CH3:25])[CH2:17][CH2:18]2.